From a dataset of the Open Reaction Database (ORD), a public repository of structured organic reaction records. describe an organic reaction: reactants, conditions, products, and yield Starting materials: C=Cc1cccc(OC2=CC(=O)N(C(CC(C)C)C(=O)OCC)C2)c1F, [Li+], C1CCOC1, [OH-], O. The product is C=Cc1cccc(OC2=CC(=O)N(C(CC(C)C)C(=O)O)C2)c1F. As a reaction SMILES: [CH2:1]([CH3:2])[O:3][C:4]([CH:5]([CH2:6][CH:7]([CH3:8])[CH3:9])[N:10]1[C:11](=[O:25])[CH:12]=[C:13]([O:15][c:16]2[c:17]([F:24])[c:18]([CH:22]=[CH2:23])[cH:19][cH:20][cH:21]2)[CH2:14]1)=[O:26].[Li+:29].[O:30]1[CH2:31][CH2:32][CH2:33][CH2:34]1.[OH-:28].[OH2:27]>>[O:3]=[C:4]([CH:5]([CH2:6][CH:7]([CH3:8])[CH3:9])[N:10]1[C:11](=[O:25])[CH:12]=[C:13]([O:15][c:16]2[c:17]([F:24])[c:18]([CH:22]=[CH2:23])[cH:19][cH:20][cH:21]2)[CH2:14]1)[OH:26].